describe an organic reaction: reactants, conditions, products, and yield From a dataset of the Open Reaction Database (ORD), a public repository of structured organic reaction records. Reactants: CC(=O)Nc1ncc(C=Cc2ncc(C(C)(C)C)o2)s1, CCOC(C)=O, [H][H]. Product: CC(=O)Nc1ncc(CCc2ncc(C(C)(C)C)o2)s1. RXN SMILES: [C:1]([CH3:2])([CH3:3])([CH3:4])[c:5]1[cH:6][n:7][c:8]([CH:10]=[CH:11][c:12]2[cH:13][n:14][c:15]([NH:17][C:18]([CH3:19])=[O:20])[s:16]2)[o:9]1.[CH3:23][CH2:24][O:25][C:26](=[O:27])[CH3:28].[H:21][H:22]>>[C:1]([CH3:2])([CH3:3])([CH3:4])[c:5]1[cH:6][n:7][c:8]([CH2:10][CH2:11][c:12]2[cH:13][n:14][c:15]([NH:17][C:18]([CH3:19])=[O:20])[s:16]2)[o:9]1. Starting materials: C(C)OC(C(=O)C1=CC=C(C=C1)SC)=O ((4-Methylsulfanyl-phenyl)-oxo-acetic acid ethyl ester), OOS(=O)[O-].[K+] (oxone), CO (methanol). Solvent: O (water). Conditions: time 16 hour. The product is C(C)OC(C(=O)C1=CC=C(C=C1)S(=O)(=O)C)=O ((4-methanesulfonyl-phenyl)-oxo-acetic acid ethyl ester). Yield: 21.0%. RXN SMILES: [CH2:1]([O:3][C:4](=[O:15])[C:5]([C:7]1[CH:12]=[CH:11][C:10](SC)=[CH:9][CH:8]=1)=[O:6])[CH3:2].O[O:17][S:18]([O-:20])=O.[K+].[CH3:22]O>O>[CH2:1]([O:3][C:4](=[O:15])[C:5]([C:7]1[CH:12]=[CH:11][C:10]([S:18]([CH3:22])(=[O:20])=[O:17])=[CH:9][CH:8]=1)=[O:6])[CH3:2] |f:1.2|. Reported procedure: (4-Methylsulfanyl-phenyl)-oxo-acetic acid ethyl ester (1.09 g, 4.86 mmol) and oxone (8.96 g, 14.6 mmol) were combined in a mixture of water (2.2 mL) and methanol (22 mL) and stirred for 16 h. The volatiles were evaporated in vacuo and the residue was treated with water (50 mL) and extracted with ethyl acetate (3×50 mL). The combined organic phases were dried over magnesium sulfate and evaporated in vacuo. The residue was purified by flash column chromatography (Merck silica gel 60, 40-63 μm; 33%... Starting materials: O (water), OC(C1=CC=CC=C1)C1=CC=C(C=CC(=O)OC)C=C1 (methyl 4-(α-hydroxybenzyl)cinnamate), CN(CCCl)C (2-dimethylaminoethyl chloride), [H-].[Na+] (sodium hydride). Solvent: CN(C=O)C (N,N-dimethylformamide). Reaction conditions: time 8 hour. Yields the product CN(CCOC(C1=CC=CC=C1)C1=CC=C(C=CC(=O)OC)C=C1)C (methyl 4-[α-(2-dimethylaminoethoxy)benzyl]cinnamate). Isolated yield 4.9%. Reaction SMILES: [OH:1][CH:2]([C:9]1[CH:20]=[CH:19][C:12]([CH:13]=[CH:14][C:15]([O:17][CH3:18])=[O:16])=[CH:11][CH:10]=1)[C:3]1[CH:8]=[CH:7][CH:6]=[CH:5][CH:4]=1.[H-].[Na+].[CH3:23][N:24]([CH3:28])[CH2:25][CH2:26]Cl.O>CN(C)C=O>[CH3:23][N:24]([CH3:28])[CH2:25][CH2:26][O:1][CH:2]([C:9]1[CH:10]=[CH:11][C:12]([CH:13]=[CH:14][C:15]([O:17][CH3:18])=[O:16])=[CH:19][CH:20]=1)[C:3]1[CH:4]=[CH:5][CH:6]=[CH:7][CH:8]=1 |f:1.2|. Reported procedure: 3.04 g (11.33 mmol) of methyl 4-(α-hydroxybenzyl)cinnamate was dissolved in 35 ml of N,N-dimethylformamide, thereafter 0.45 g (11.33 mmol) of 60% sodium hydride was added thereto, and the mixture was stirred overnight at room temperature. 2.44 g (22.66 mmol) of 2-dimethylaminoethyl chloride was then added thereto. The resulting mixture was heated at 80° C. and stirred for 5 hours. After cooling, the reaction mixture was poured into water, the obtained mixture was extracted twice with ethyl aceta... Reactants: NC1=CC=CC=2C(=C(OC21)[N+](=O)[O-])C2=CC=CC=C2 (7-amino-2-nitro-3-phenylbenzofuran), C(C)(=O)OC(C)=O (acetic anhydride). Product: C(C)(=O)NC1=CC=CC=2C(=C(OC21)[N+](=O)[O-])C2=CC=CC=C2 (7-acetamido-2-nitro-3-phenylbenzofuran). Reaction SMILES: [NH2:1][C:2]1[C:10]2[O:9][C:8]([N+:11]([O-:13])=[O:12])=[C:7]([C:14]3[CH:19]=[CH:18][CH:17]=[CH:16][CH:15]=3)[C:6]=2[CH:5]=[CH:4][CH:3]=1.[C:20](OC(=O)C)(=[O:22])[CH3:21]>>[C:20]([NH:1][C:2]1[C:10]2[O:9][C:8]([N+:11]([O-:13])=[O:12])=[C:7]([C:14]3[CH:15]=[CH:16][CH:17]=[CH:18][CH:19]=3)[C:6]=2[CH:5]=[CH:4][CH:3]=1)(=[O:22])[CH3:21]. Procedure: Using the method of Example 12, 7-amino-2-nitro-3-phenylbenzofuran is reacted with acetic anhydride to provide yellow solid 7-acetamido-2-nitro-3-phenylbenzofuran, m.p. 224°-226° C. The reactants are C(C)(C)(C)OC(=O)N1C(CCCC1)CN ((RS) 2-aminomethyl-piperidine-1-carboxylic acid tert butyl ester), ClC1=NC2=CC=CC=C2N=C1 (2-chloroquinoxaline), D8. Yields the product N1=C(C=NC2=CC=CC=C12)NCC1N(CCCC1)C(=O)O ((RS) 2-(Quinoxalin-2-ylaminomethyl)-piperidine-1-carboxylic acid). Reaction SMILES: C([O:5][C:6]([N:8]1[CH2:13][CH2:12][CH2:11][CH2:10][CH:9]1[CH2:14][NH2:15])=[O:7])(C)(C)C.Cl[C:17]1[CH:26]=[N:25][C:24]2[C:19](=[CH:20][CH:21]=[CH:22][CH:23]=2)[N:18]=1>>[N:18]1[C:19]2[C:24](=[CH:23][CH:22]=[CH:21][CH:20]=2)[N:25]=[CH:26][C:17]=1[NH:15][CH2:14][CH:9]1[CH2:10][CH2:11][CH2:12][CH2:13][N:8]1[C:6]([OH:5])=[O:7]. Procedure: The title compound (0.73 g) was prepared from (RS) 2-aminomethyl-piperidine-1-carboxylic acid tert butyl ester (1 ml) and 2-chloroquinoxaline (0.5 g) according to the procedure of D8. Reactants: ClC1=CC=C(C=C1)C1CC(=NN1C1=CC(=CC=C1)Cl)C=1SC=CC1Cl (5-(4-Chloro-phenyl)-1-(3-chloro-phenyl)-3-(3-chloro-thiophen-2-yl)-4,5-dihydro-1H-pyrazole), 3-(4-chloro-phenyl)-1-(3-chloro-thiophen-2-yl)-propenone, ClC=1C=C(C=CC1)NN (3-chloro-phenylhydrazine), Example 105a. Product: ClC1=CC=C(C=C1)C1=CC(=NN1C1=CC(=CC=C1)Cl)C=1SC=CC1Cl (5-(4-Chloro-phenyl)-1-(3-chloro-phenyl)-3-(3-chloro-thiophen-2-yl)-1H-pyrazole). RXN SMILES: [Cl:1][C:2]1[CH:7]=[CH:6][C:5]([CH:8]2[N:12]([C:13]3[CH:18]=[CH:17][CH:16]=[C:15]([Cl:19])[CH:14]=3)[N:11]=[C:10]([C:20]3[S:21][CH:22]=[CH:23][C:24]=3[Cl:25])[CH2:9]2)=[CH:4][CH:3]=1.ClC1C=C(NN)C=CC=1>>[Cl:1][C:2]1[CH:7]=[CH:6][C:5]([C:8]2[N:12]([C:13]3[CH:18]=[CH:17][CH:16]=[C:15]([Cl:19])[CH:14]=3)[N:11]=[C:10]([C:20]3[S:21][CH:22]=[CH:23][C:24]=3[Cl:25])[CH:9]=2)=[CH:4][CH:3]=1. Procedure details: 5-(4-Chloro-phenyl)-1-(3-chloro-phenyl)-3-(3-chloro-thiophen-2-yl)-4,5-dihydro-1H-pyrazole: The title compound was prepared from 3-(4-chloro-phenyl)-1-(3-chloro-thiophen-2-yl)-propenone and 3-chloro-phenylhydrazine by a procedure similar to that of Example 105a as a yellowish solid (93.8 mg, 43%). 1H NMR (CDCl3): 7.29 (m, 7H), 6.92 (m, 3H), 5.25 (m, 1H), 4.08 (m, 1H), 3.83 (m, 1H). Reactants: C(C)(C)[C@H]1C(NCC(N1)=O)=O ((S)-3-isopropylpiperazine-2,5-dione), [H-].[Al+3].[Li+].[H-].[H-].[H-] (lithium aluminum hydride). Solvent: C1CCOC1 (THF), C1CCOC1 (THF). The product is C(C)(C)[C@@H]1NCCNC1 ((S)-2-isopropylpiperazine). RXN SMILES: [CH:1]([C@@H:4]1[NH:9][C:8](=O)[CH2:7][NH:6][C:5]1=O)([CH3:3])[CH3:2].[H-].[Al+3].[Li+].[H-].[H-].[H-]>C1COCC1>[CH:1]([C@H:4]1[CH2:5][NH:6][CH2:7][CH2:8][NH:9]1)([CH3:3])[CH3:2] |f:1.2.3.4.5.6|. Procedure details: To a solution of (S)-3-isopropylpiperazine-2,5-dione (100 mg, 0.6 mmol) in anhydrous THF was added lithium aluminum hydride 1M in THF (1.2 ml, 1.2 mmol). The reaction refluxed for 1 hr, cooled to room temperature, quenched with H2O, filtered, then concentrated under vacuum to yield (S)-2-isopropylpiperazine. This material was combined with 4-chloro-5-methyl-7H-pyrrolo[2,3-d]pyrimidine (85.5 mg, 0.5 mmol) in triethylamine (1 ml) and isopropanol (2 ml). The reaction was heated in a microwave at 18... Starting materials: Cl (hydrochloric acid), [OH-].[Na+] (sodium hydroxide), COC=1C=C(C=CC1NC(=O)NC1=C(C=CC=C1)C)CC(=O)N1CCC2=CC(=CC=C12)C(CC(=O)OC)CC(=O)OC (dimethyl 3-(1-{[3-methoxy-4-(3-o-tolyl-ureido)-phenyl]-acetyl}-2,3-dihydro-1H-indol-5-yl)-pentanedioate). Solvent: O (water), C(C)O (ethanol), O (water). Yields the product COC=1C=C(C=CC1NC(=O)NC1=C(C=CC=C1)C)CC(=O)N1CCC2=CC(=CC=C12)C(CC(=O)O)CC(=O)O (3-(1-{[3-Methoxy-4-(3-o-tolyl-ureido)-phenyl]-acetyl}-2,3-dihydro-1H-indol-5-yl)-pentanedioic Acid). Isolated yield 23.4%. As a reaction SMILES: [CH3:1][O:2][C:3]1[CH:4]=[C:5]([CH2:20][C:21]([N:23]2[C:31]3[C:26](=[CH:27][C:28]([CH:32]([CH2:38][C:39]([O:41]C)=[O:40])[CH2:33][C:34]([O:36]C)=[O:35])=[CH:29][CH:30]=3)[CH2:25][CH2:24]2)=[O:22])[CH:6]=[CH:7][C:8]=1[NH:9][C:10]([NH:12][C:13]1[CH:18]=[CH:17][CH:16]=[CH:15][C:14]=1[CH3:19])=[O:11].[OH-].[Na+].Cl>C(O)C.O>[CH3:1][O:2][C:3]1[CH:4]=[C:5]([CH2:20][C:21]([N:23]2[C:31]3[C:26](=[CH:27][C:28]([CH:32]([CH2:33][C:34]([OH:36])=[O:35])[CH2:38][C:39]([OH:41])=[O:40])=[CH:29][CH:30]=3)[CH2:25][CH2:24]2)=[O:22])[CH:6]=[CH:7][C:8]=1[NH:9][C:10]([NH:12][C:13]1[CH:18]=[CH:17][CH:16]=[CH:15][C:14]=1[CH3:19])=[O:11] |f:1.2|. Procedure details: A stirred suspension of dimethyl 3-(1-{[3-methoxy-4-(3-o-tolyl-ureido)-phenyl]-acetyl}-2,3-dihydro-1H-indol-5-yl)-pentanedioate [270 mg, Reference Example 4(c)] in ethanol (10 ml) was treated with a solution of sodium hydroxide (190 mg) in water (2 ml) and the mixture stirred at reflux for 3 hours. After cooling to room temperature the mixture was treated with water (10 ml) and then carefully acidified to pH1 by the addition of hydrochloric acid (3M) with ice cooling. the resultant precipitate w... The reactants are Cc1[nH]c2c(Br)cccc2c1CC1(CC#N)CC1, CCO, Cl, [Na+], [OH-], O, OCCO. Yields the product Cc1[nH]c2c(Br)cccc2c1CC1(CC(=O)O)CC1. RXN SMILES: [Br:3][c:4]1[cH:5][cH:6][cH:7][c:8]2[c:9]([CH2:14][C:15]3([CH2:18][C:19]#[N:20])[CH2:16][CH2:17]3)[c:10]([CH3:13])[nH:11][c:12]12.[CH3:23][CH2:24][OH:25].[ClH:21].[Na+:2].[OH-:1].[OH2:22].[OH:26][CH2:27][CH2:28][OH:29]>>[O:1]=[C:19]([CH2:18][C:15]1([CH2:14][c:9]2[c:8]3[cH:7][cH:6][cH:5][c:4]([Br:3])[c:12]3[nH:11][c:10]2[CH3:13])[CH2:16][CH2:17]1)[OH:22].